This data is from the Open Reaction Database (ORD), a public repository of structured organic reaction records. The task is: describe an organic reaction: reactants, conditions, products, and yield Reactants: ice water, COC(=O)C1=CC=C(C=NO)C=C1 (4-methoxycarbonylbenzaldehyde oxime), Cl (hydrochloride). Solvent: CN(C=O)C (N,N-dimethylformamide), O1CCOCC1 (1,4-dioxane). Conditions: time 16 hour. The product is [Cl-].COC(=O)C1=CC=C(C=NO)C=C1 (4-Methoxycarbonylbenzaldehyde oxime chloride). Reaction SMILES: [CH3:1][O:2][C:3]([C:5]1[CH:13]=[CH:12][C:8]([CH:9]=[N:10][OH:11])=[CH:7][CH:6]=1)=[O:4].[ClH:14]>CN(C)C=O.O1CCOCC1>[Cl-:14].[CH3:1][O:2][C:3]([C:5]1[CH:13]=[CH:12][C:8]([CH:9]=[N:10][OH:11])=[CH:7][CH:6]=1)=[O:4] |f:4.5|. Procedure: To a solution of 4-methoxycarbonylbenzaldehyde oxime (896 mg) in N,N-dimethylformamide (10 ml) was added 4N-hydrochloride acid in 1,4-dioxane (1.38 ml) and oxoneR (1.69 g). The suspension was stirred at ambient temperature for 16 hours and poured into ice-water. The object compound was extracted with ethyl acetate and the organic layer was washed with brine, dried over magnesium sulfate. The solvents were removed under reduced pressure to give 4-Methoxycarbonylbenzaldehyde oxime chloride (1.05 g... The reactants are CC(C)(C)OC(=O)Nc1cc(CN2CCCC2)cc(C(C)(C)C)c1, CCOCC, Cl. Product: CC(C)(C)c1cc(N)cc(CN2CCCC2)c1. As a reaction SMILES: [C:1]([CH3:2])([CH3:3])([CH3:4])[c:5]1[cH:6][c:7]([NH:17][C:18](=[O:19])[O:20][C:21]([CH3:22])([CH3:23])[CH3:24])[cH:8][c:9]([CH2:11][N:12]2[CH2:13][CH2:14][CH2:15][CH2:16]2)[cH:10]1.[CH3:26][CH2:27][O:28][CH2:29][CH3:30].[ClH:25]>>[C:1]([CH3:2])([CH3:3])([CH3:4])[c:5]1[cH:6][c:7]([NH2:17])[cH:8][c:9]([CH2:11][N:12]2[CH2:13][CH2:14][CH2:15][CH2:16]2)[cH:10]1. The reactants are ClCCl, O=S(=O)(O)Cl, CCOC(=O)c1cn(CC)c2c(F)c(-c3ccccc3)c(F)cc2c1=O. The product is CCOC(=O)c1cn(CC)c2c(F)c(-c3ccc(S(=O)(=O)Cl)cc3)c(F)cc2c1=O. RXN SMILES: [CH2:32]([Cl:33])[Cl:34].[Cl:27][S:28](=[O:29])(=[O:30])[OH:31].[F:1][c:2]1[cH:3][c:4]2[c:5](=[O:26])[c:6]([C:21](=[O:22])[O:23][CH2:24][CH3:25])[cH:7][n:8]([CH2:19][CH3:20])[c:9]2[c:10]([F:18])[c:11]1-[c:12]1[cH:13][cH:14][cH:15][cH:16][cH:17]1>>[F:1][c:2]1[cH:3][c:4]2[c:5](=[O:26])[c:6]([C:21](=[O:22])[O:23][CH2:24][CH3:25])[cH:7][n:8]([CH2:19][CH3:20])[c:9]2[c:10]([F:18])[c:11]1-[c:12]1[cH:13][cH:14][c:15]([S:28]([Cl:27])(=[O:29])=[O:30])[cH:16][cH:17]1. Starting materials: Intermediate 88, C(C1=CN=CC=C1)=O (nicotinaldehyde), FC1=CC=C(C=C1)[Mg]Br ((4-fluorophenyl)magnesium bromide), CN1C=NC=C1C=O (1-methyl-1H-imidazole-5-carbaldehyde). Product: FC1=CC=C(C=C1)C(O)C1=CN=CN1C ((4-Fluorophenyl)(1-methyl-1H-imidazol-5-yl)methanol). As a reaction SMILES: [F:1][C:2]1[CH:7]=[CH:6][C:5]([Mg]Br)=[CH:4][CH:3]=1.[CH3:10][N:11]1[C:15]([CH:16]=[O:17])=[CH:14][N:13]=[CH:12]1.C(=O)C1C=CC=NC=1>>[F:1][C:2]1[CH:7]=[CH:6][C:5]([CH:16]([C:15]2[N:11]([CH3:10])[CH:12]=[N:13][CH:14]=2)[OH:17])=[CH:4][CH:3]=1. Reported procedure: The title compound was prepared analogously to the method in Intermediate 88: step a using (4-fluorophenyl)magnesium bromide and 1-methyl-1H-imidazole-5-carbaldehyde in place of (3,4-dimethoxyphenyl)magnesium bromide and nicotinaldehyde, respectively. Reactants: COC(=O)C1C(C2(CC1)CCCCC2)O[Si](CC)(CC)CC (1-triethylsiloxy-spiro[4.5]decane-2-carboxylic acid methyl ester), [F-].C(CCC)[N+](CCCC)(CCCC)CCCC (tetra-n-butylammonium fluoride), [Cl-].[NH4+] (ammonium chloride). Solvent: O1CCCC1 (tetrahydrofuran), O1CCCC1 (tetrahydrofuran). Conditions: time 30 minute. The product is COC(=O)C1C(C2(CC1)CCCCC2)O (1-hydroxy-spiro[4.5]decane-2-carboxylic acid methyl ester). Isolated yield 49.2%. As a reaction SMILES: [CH3:1][O:2][C:3]([CH:5]1[CH2:9][CH2:8][C:7]2([CH2:14][CH2:13][CH2:12][CH2:11][CH2:10]2)[CH:6]1[O:15][Si](CC)(CC)CC)=[O:4].[F-].C([N+](CCCC)(CCCC)CCCC)CCC.[Cl-].[NH4+]>O1CCCC1>[CH3:1][O:2][C:3]([CH:5]1[CH2:9][CH2:8][C:7]2([CH2:10][CH2:11][CH2:12][CH2:13][CH2:14]2)[CH:6]1[OH:15])=[O:4] |f:1.2,3.4|. Procedure details: To a solution of 1-triethylsiloxy-spiro[4.5]decane-2-carboxylic acid methyl ester (5.0 g) obtained in Step 2 in tetrahydrofuran (30 mL) was added a 1M tetrahydrofuran solution of tetra-n-butylammonium fluoride (18.4 mL), followed by stirring the reaction mixture at room temperature for 30 minutes. Then, after addition of aqueous ammonium chloride solution, the reaction mixture was extracted with ethyl acetate. The organic layer was washed with water, dried and concentrated. The residue was purif... Run in C1CCOC1 (THF), C1CCOC1 (THF), C(C)(=O)OCC (ethyl acetate). As a reaction SMILES: [N:1]12[CH2:8][CH2:7][CH:4]([CH2:5][CH2:6]1)[CH:3]([OH:9])[CH2:2]2.[H-].[Na+].[CH2:12]([C:16]1[N:17]=[N:18][C:19](Cl)=[CH:20][C:21]=1[C:22]1[CH:27]=[CH:26][C:25]([O:28][CH:29]2[CH2:34][CH2:33][CH2:32][CH2:31][CH2:30]2)=[CH:24][CH:23]=1)[CH2:13][CH2:14][CH3:15].O>C1COCC1.C(OCC)(=O)C>[CH2:12]([C:16]1[N:17]=[N:18][C:19]([O:9][CH:3]2[CH:4]3[CH2:7][CH2:8][N:1]([CH2:6][CH2:5]3)[CH2:2]2)=[CH:20][C:21]=1[C:22]1[CH:23]=[CH:24][C:25]([O:28][CH:29]2[CH2:34][CH2:33][CH2:32][CH2:31][CH2:30]2)=[CH:26][CH:27]=1)[CH2:13][CH2:14][CH3:15] |f:1.2|. Conditions: temperature 0 celsius, time 15 minute. Product: C(CCC)C1=C(C=C(N=N1)OC1CN2CCC1CC2)C2=CC=C(C=C2)OC2CCCCC2 (3-[6-butyl-5-(4-cyclohexyloxy-phenyl)-pyridazin-3-yloxy]-1-azabicyclo[2.2.2]octane). Reactants: N12CC(C(CC1)CC2)O (1-aza-bicyclo[2.2.2]octan-3-ol), [H-].[Na+] (sodium hydride), C(CCC)C=1N=NC(=CC1C1=CC=C(C=C1)OC1CCCCC1)Cl (3-butyl-6-chloro-4-(4-cyclohexyloxy-phenyl)-pyridazine), O (water). Reported procedure: To a stirred solution of 1-aza-bicyclo[2.2.2]octan-3-ol (0.44 mmol, 0.055 g) in THF (1 mL) at room temperature was added sodium hydride (60% dispersion in mineral oil) (0.58 mmol, 0.023 g) and continued stirring for 15 min. The reaction mixture was cooled to 0° C. using an ice bath. To this was added a solution of 3-butyl-6-chloro-4-(4-cyclohexyloxy-phenyl)-pyridazine (Example 14, 0.29 mmol, 0.1 g) in THF (1 mL). After completion of addition, the reaction mixture was warmed to 50° C. for 1 h. LC... Reactants: C1=CCNC1, COc1c(F)c(F)cc2c(=O)c(C(=O)O)cn(C3CC3)c12, CN(C)C=O. Reaction SMILES: [CH2:1]1[NH:2][CH2:3][CH:4]=[CH:5]1.[CH:6]1([n:9]2[cH:10][c:11]([C:24](=[O:25])[OH:26])[c:12](=[O:23])[c:13]3[cH:14][c:15]([F:22])[c:16]([F:21])[c:17]([O:19][CH3:20])[c:18]23)[CH2:7][CH2:8]1.[O:27]=[CH:28][N:29]([CH3:30])[CH3:31]>>[CH2:1]1[N:2]([c:16]2[c:15]([F:22])[cH:14][c:13]3[c:12](=[O:23])[c:11]([C:24](=[O:25])[OH:26])[cH:10][n:9]([CH:6]4[CH2:7][CH2:8]4)[c:18]3[c:17]2[O:19][CH3:20])[CH2:3][CH:4]=[CH:5]1. Yields the product COc1c(N2CC=CC2)c(F)cc2c(=O)c(C(=O)O)cn(C3CC3)c12. Starting materials: [H-].[H-].[H-].[H-].[Li+].[Al+3] (LiAlH4), C(C)(C)(C)OC(NC=1SC(=C(N1)C)C1=CC(=NC=C1)C(C)(C)C#N)=O ({5-[2-(cyano-dimethyl-methyl)-pyridin-4-yl]-4-methyl-thiazol-2-yl}-carbamic acid tert-butyl ester). Run in C1CCOC1 (THF). Conditions: time 2 hour. Product: C(C)(C)(C)OC(NC=1SC(=C(N1)C)C1=CC(=NC=C1)C(CN)(C)C)=O ({5-[2-(2-Amino-1,1-dimethyl-ethyl)-pyridin-4-yl]-4-methyl-thiazol-2-yl}-carbamic acid tert-butyl ester). Isolated yield 43.0%. As a reaction SMILES: [H-].[H-].[H-].[H-].[Li+].[Al+3].[C:7]([O:11][C:12](=[O:31])[NH:13][C:14]1[S:15][C:16]([C:20]2[CH:25]=[CH:24][N:23]=[C:22]([C:26]([C:29]#[N:30])([CH3:28])[CH3:27])[CH:21]=2)=[C:17]([CH3:19])[N:18]=1)([CH3:10])([CH3:9])[CH3:8]>C1COCC1>[C:7]([O:11][C:12](=[O:31])[NH:13][C:14]1[S:15][C:16]([C:20]2[CH:25]=[CH:24][N:23]=[C:22]([C:26]([CH3:28])([CH3:27])[CH2:29][NH2:30])[CH:21]=2)=[C:17]([CH3:19])[N:18]=1)([CH3:8])([CH3:10])[CH3:9] |f:0.1.2.3.4.5|. Reported procedure: LiAlH4 (1M in THF, 3.06 mL, 3.06 mmol, 1.5 eq) is added to a solution of {5-[2-(cyano-dimethyl-methyl)-pyridin-4-yl]-4-methyl-thiazol-2-yl}-carbamic acid tert-butyl ester (Step 21.4) (0.73 g, 2.04 mmol) in THF (10 mL), under an argon atmosphere. The reaction mixture is stirred for 2 h at rt, quenched by addition of H2O (20 mL) and extracted with EtOAc (2×75 mL). The organic phase is washed with a saturated solution of NaHCO3 (2×50 mL), dried (Na2SO4), filtered and concentrated. The residue is pu...